This data is from the Open Reaction Database (ORD), a public repository of structured organic reaction records. The task is: describe an organic reaction: reactants, conditions, products, and yield Starting materials: N1=C(Cl)N=C(Cl)N=C1Cl (cyanuric chloride), C[O-].[Na+] (sodium methylate), ClC1=CC(=C(N)C=C1)[N+](=O)[O-] (4-Chloro-2-nitroaniline), C(O)([O-])=O.[Na+] (sodium hydrogencarbonate). Run in O1CCCC1 (tetrahydrofuran), O (Water). Reaction conditions: time 8 hour. The product is ClC1=CC(=C(NC2=NC(=NC(=N2)OC)OC)C=C1)[N+](=O)[O-] (4-chloro-N-(4,6-dimethoxy-[1,3,5]triazin-2-yl)-2-nitroaniline). As a reaction SMILES: [Cl:1][C:2]1[CH:8]=[CH:7][C:5]([NH2:6])=[C:4]([N+:9]([O-:11])=[O:10])[CH:3]=1.[C:12](=[O:15])([O-])O.[Na+].[N:17]1[C:24](Cl)=[N:23][C:21](Cl)=[N:20][C:18]=1Cl.[CH3:26][O-:27].[Na+]>O1CCCC1.O>[Cl:1][C:2]1[CH:8]=[CH:7][C:5]([NH:6][C:18]2[N:20]=[C:21]([O:27][CH3:26])[N:23]=[C:24]([O:15][CH3:12])[N:17]=2)=[C:4]([N+:9]([O-:11])=[O:10])[CH:3]=1 |f:1.2,4.5|. Reported procedure: 4-Chloro-2-nitroaniline (5.0 g) and sodium hydrogencarbonate (3.6 g) were dissolved in tetrahydrofuran (50 ml), and cyanuric chloride (8.0 g) was added thereto, followed by stirring for 8 hours. To the reaction solution, 28% sodium methylate (11.2 g) was added, followed by reflux for 1 hour. Water was added thereto, followed by extraction with ethyl acetate, washing with a saturated sodium chloride aqueous solution and drying over anhydrous magnesium sulfate. The solvent was distilled off, and t... Starting materials: [BH4-].[Na+] (Sodium borohydride), FC(C(=O)[O-])(F)F.CC1(C(CCC(C1)=O)C(=O)C=1SC(=CN1)C=1C=C(C=C(C1)C)[NH2+]C1=NC=CC(=N1)C(F)(F)F)C (N-(3-{2-[(2,2-Dimethyl-4-oxocyclohexyl)carbonyl]-1,3-thiazol-5-yl}-5-methylphenyl)-4-(trifluoromethyl)pyrimidin-2-aminium trifluoroacetate), resultant mixture. Reaction conditions: temperature 0 celsius. Yields the product OC(C1C(CC(CC1)O)(C)C)C=1SC(=CN1)C1=CC(=CC(=C1)NC1=NC=CC(=N1)C(F)(F)F)C (4-{hydroxy[5-(3-methyl-5-{[4-(trifluoromethyl)pyrimidin-2-yl]amino}phenyl)-1,3-thiazol-2-yl]methyl}-3,3-dimethylcyclohexanol). RXN SMILES: FC(F)(F)C([O-])=O.[CH3:8][C:9]1([CH3:41])[CH2:14][C:13](=[O:15])[CH2:12][CH2:11][CH:10]1[C:16]([C:18]1[S:19][C:20]([C:23]2[CH:24]=[C:25]([NH2+:30][C:31]3[N:36]=[C:35]([C:37]([F:40])([F:39])[F:38])[CH:34]=[CH:33][N:32]=3)[CH:26]=[C:27]([CH3:29])[CH:28]=2)=[CH:21][N:22]=1)=[O:17].[BH4-].[Na+]>CO>[OH:17][CH:16]([C:18]1[S:19][C:20]([C:23]2[CH:24]=[C:25]([NH:30][C:31]3[N:36]=[C:35]([C:37]([F:39])([F:40])[F:38])[CH:34]=[CH:33][N:32]=3)[CH:26]=[C:27]([CH3:29])[CH:28]=2)=[CH:21][N:22]=1)[CH:10]1[CH2:11][CH2:12][CH:13]([OH:15])[CH2:14][C:9]1([CH3:8])[CH3:41] |f:0.1,2.3|. Solvent: CO (methanol). Procedure details: N-(3-{2-[(2,2-Dimethyl-4-oxocyclohexyl)carbonyl]-1,3-thiazol-5-yl}-5-methylphenyl)-4-(trifluoromethyl)pyrimidin-2-aminium trifluoroacetate (100 mg, 0.166 mmol) was dissolved in methanol (1.66 mL) and cooled to 0° C. Sodium borohydride (18.8 mg, 0.498 mmol) was added to the reaction, and the resultant mixture was aged at 0° C. for 30 minutes. The reaction was quenched with water and extracted with EtOAc (3×). The combined organic layers were concentrated in vacuo and purified via silica gel colum...